Task: describe an organic reaction: reactants, conditions, products, and yield. Dataset: the Open Reaction Database (ORD), a public repository of structured organic reaction records The reactants are [Br-], CCC[Zn+], Cc1ccccc1, Clc1cn2nc(Cl)ccc2n1, Cl, C1CCOC1, O, Cl[Pd]Cl, c1ccc(P(c2ccccc2)c2ccccc2)cc1, c1ccc(P(c2ccccc2)c2ccccc2)cc1. Product: CCCc1ccc2nc(Cl)cn2n1. RXN SMILES: [Br-:1].[CH2:2]([CH2:3][CH3:4])[Zn+:5].[CH3:23][c:24]1[cH:25][cH:26][cH:27][cH:28][cH:29]1.[Cl:11][c:12]1[n:13][c:14]2[n:15]([n:16][c:17]([Cl:20])[cH:18][cH:19]2)[cH:21]1.[ClH:22].[O:6]1[CH2:7][CH2:8][CH2:9][CH2:10]1.[OH2:71].[Pd:30]([Cl:31])[Cl:32].[c:33]1([P:34]([c:35]2[cH:36][cH:37][cH:38][cH:39][cH:40]2)[c:41]2[cH:42][cH:43][cH:44][cH:45][cH:46]2)[cH:47][cH:48][cH:49][cH:50][cH:51]1.[c:52]1([P:53]([c:54]2[cH:55][cH:56][cH:57][cH:58][cH:59]2)[c:60]2[cH:61][cH:62][cH:63][cH:64][cH:65]2)[cH:66][cH:67][cH:68][cH:69][cH:70]1>>[CH2:2]([CH2:3][CH3:4])[c:17]1[n:16][n:15]2[c:14]([n:13][c:12]([Cl:11])[cH:21]2)[cH:19][cH:18]1. The reactants are BrCC(O)C1=CC2(C3=CC=CC=C13)CCCC2 (2-bromo-1-[spiro(cyclopentane-1,1'-indene)-3'-yl]ethanol), C1(C=2C(C(N1)=O)=CC=CC2)=O.[K] (potassium phthalimide). RXN SMILES: Br[CH2:2][CH:3]([C:5]1[C:13]2[C:8](=[CH:9][CH:10]=[CH:11][CH:12]=2)[C:7]2([CH2:17][CH2:16][CH2:15][CH2:14]2)[CH:6]=1)[OH:4].C1(=O)[NH:22]C(=O)C2=CC=CC=C12.[K]>CN(C)C=O.O>[NH2:22][CH2:2][CH:3]([C:5]1[C:13]2[C:8](=[CH:9][CH:10]=[CH:11][CH:12]=2)[C:7]2([CH2:17][CH2:16][CH2:15][CH2:14]2)[CH:6]=1)[OH:4] |f:1.2,^1:28|. The solvent is O (water), CN(C=O)C (dimethylformamide). Procedure: Crude 2-bromo-1-[spiro(cyclopentane-1,1'-indene)-3'-yl]ethanol (7.3 g; prepared as described in Example 3) in dimethylformamide (100 g) is stirred at 40° C. for 4 hours with potassium phthalimide (5.0 g), then diluted with water and extracted three times with chloroform. The combined extracts are dried and evaporated to dryness. The crude 2-phthalimido-1-[spiro(cyclopentane-1,1'-indene)-3'-yl]ethanol is added to ethanol (100 ml) containing hydrazine hydrate (1.5 g). The reaction mixture is stirr... Yields the product NCC(O)C1=CC2(C3=CC=CC=C13)CCCC2 (2-amino-1-[spiro(cyclopentane-1,1'-indene)-3'-yl]ethanol). Procedure details: A mixture of 4-bromobenzotrifluoride (3.0 g, 13.3 mmol), N,N′-dimethylethylenediamine (9.4 g, 0.11 mol), palladium acetate (60 mg, 0.27 mmol), BINAP (250 mg, 0.40 mmol) and sodium tert-butoxide (1.80 g, 18.7 mmol) in toluene (20 ml) was refluxed under a nitrogen atmosphere for 3 hours. Ethyl acetate and water were added to the reaction mixture, and the mixture was stirred for a while. The insoluble substances were removed by filtration through Celite, and the filtrate was then extracted with eth... The yield is 21.0%. Run in C1(=CC=CC=C1)C (toluene), O (water), C(C)(=O)OCC (Ethyl acetate). Yields the product CN(CCNC)C1=CC=C(C=C1)C(F)(F)F (N,N′-dimethyl-N-[4-(trifluoromethyl)phenyl]-1,2-ethylenediamine). RXN SMILES: Br[C:2]1[CH:7]=[CH:6][C:5]([C:8]([F:11])([F:10])[F:9])=[CH:4][CH:3]=1.[CH3:12][NH:13][CH2:14][CH2:15][NH:16][CH3:17].C1C=CC(P(C2C(C3C(P(C4C=CC=CC=4)C4C=CC=CC=4)=CC=C4C=3C=CC=C4)=C3C(C=CC=C3)=CC=2)C2C=CC=CC=2)=CC=1.CC(C)([O-])C.[Na+]>C1(C)C=CC=CC=1.C([O-])(=O)C.[Pd+2].C([O-])(=O)C.O.C(OCC)(=O)C>[CH3:12][N:13]([C:2]1[CH:7]=[CH:6][C:5]([C:8]([F:11])([F:10])[F:9])=[CH:4][CH:3]=1)[CH2:14][CH2:15][NH:16][CH3:17] |f:3.4,6.7.8|. Starting materials: BrC1=CC=C(C=C1)C(F)(F)F (4-bromobenzotrifluoride), CNCCNC (N,N′-dimethylethylenediamine), C=1C=CC(=CC1)P(C=2C=CC=CC2)C3=CC=C4C=CC=CC4=C3C5=C6C=CC=CC6=CC=C5P(C=7C=CC=CC7)C=8C=CC=CC8 (BINAP), CC(C)([O-])C.[Na+] (sodium tert-butoxide). Reagents/catalysts: C(C)(=O)[O-].[Pd+2].C(C)(=O)[O-] (palladium acetate). Reactants: C(C(=O)O)(=O)O (oxalic acid), O1C(C1)COC1=C2C=CNC2=CC=C1 ((+)-4-(oxiranylmethoxy)-1H-indole), CC1=CC=C(C=C1)C1CCNCC1 (4-(4-methylphenyl)piperidine), CO (methanol). Run in C(C)(=O)OCC (ethyl acetate), C(C)(=O)OCC (ethyl acetate). The product is C(C(=O)O)(=O)O.N1C=CC2=C(C=CC=C12)OC[C@H](CN1CCC(CC1)C1=CC=C(C=C1)C)O ((2S)-(-)-1-(4-indolyloxy)-3-(4-(4-methylphenyl)piperidin-1-yl)-2-propanol ethanedioate). Reaction SMILES: [O:1]1[CH2:3][CH:2]1[CH2:4][O:5][C:6]1[CH:14]=[CH:13][CH:12]=[C:11]2[C:7]=1[CH:8]=[CH:9][NH:10]2.[CH3:15][C:16]1[CH:21]=[CH:20][C:19]([CH:22]2[CH2:27][CH2:26][NH:25][CH2:24][CH2:23]2)=[CH:18][CH:17]=1.[C:28]([OH:33])(=[O:32])[C:29]([OH:31])=[O:30].CO>C(OCC)(=O)C>[C:28]([OH:33])(=[O:32])[C:29]([OH:31])=[O:30].[NH:10]1[C:11]2[C:7](=[C:6]([O:5][CH2:4][C@@H:2]([OH:1])[CH2:3][N:25]3[CH2:26][CH2:27][CH:22]([C:19]4[CH:18]=[CH:17][C:16]([CH3:15])=[CH:21][CH:20]=4)[CH2:23][CH2:24]3)[CH:14]=[CH:13][CH:12]=2)[CH:8]=[CH:9]1 |f:5.6|. Procedure details: The title compound was prepared in similar fashion from S)-(+)-4-(oxiranylmethoxy)-1H-indole and 4-(4-methylphenyl)piperidine. The resulting free base was dissolved in ethyl acetate, and precipitated with one equivalent of oxalic acid in ethyl acetate in 78% overall yield. FDMS m/e=364 (M+ of free base). α[D]589 =-11.77 (c=0.34, methanol). Reactants: CC1(NC(C(N(C1)S(=O)(=O)C1=C(C=C(C=C1C)C)C)CC(=O)N[C@@H]1CCCC2=CC(=CC=C12)C=O)=O)C (2-[5,5-Dimethyl-3-oxo-1-(2,4,6-trimethyl-benzenesulfonyl)-piperazin-2(R,S)-yl]-N-(6-formyl-1,2,3,4-tetrahydro-naphthalen-1(R)-yl)-acetamide), C(C)(C)(C)N (tert-butylamine), [BH-](OC(=O)C)(OC(=O)C)OC(=O)C.[Na+] (NaBH(OAc)3). Run in CCOC(=O)C (EtOAc), 1,2-dicholoethane. Reaction conditions: temperature 85 celsius. Product: C(C)(C)(C)NCC=1C=C2CCCC(C2=CC1)NC(CC1N(CC(NC1=O)(C)C)S(=O)(=O)C1=C(C=C(C=C1C)C)C)=O (N-[6-(tert-Butylamino-methyl)-1,2,3,4-tetrahydro-naphthalen-1-yl]-2-[5,5-dimethyl-3-oxo-1-(2,4,6-trimethyl-benzenesulfonyl)-piperazin-2(R,S)-yl]-acetamide). Reaction SMILES: [CH3:1][C:2]1([CH3:37])[CH2:7][N:6]([S:8]([C:11]2[C:16]([CH3:17])=[CH:15][C:14]([CH3:18])=[CH:13][C:12]=2[CH3:19])(=[O:10])=[O:9])[CH:5]([CH2:20][C:21]([NH:23][C@H:24]2[C:33]3[C:28](=[CH:29][C:30]([CH:34]=O)=[CH:31][CH:32]=3)[CH2:27][CH2:26][CH2:25]2)=[O:22])[C:4](=[O:36])[NH:3]1.[BH-](OC(C)=O)(OC(C)=O)OC(C)=O.[Na+].[C:52]([NH2:56])([CH3:55])([CH3:54])[CH3:53]>CCOC(C)=O>[C:52]([NH:56][CH2:34][C:30]1[CH:29]=[C:28]2[C:33](=[CH:32][CH:31]=1)[CH:24]([NH:23][C:21](=[O:22])[CH2:20][CH:5]1[C:4](=[O:36])[NH:3][C:2]([CH3:37])([CH3:1])[CH2:7][N:6]1[S:8]([C:11]1[C:12]([CH3:19])=[CH:13][C:14]([CH3:18])=[CH:15][C:16]=1[CH3:17])(=[O:10])=[O:9])[CH2:25][CH2:26][CH2:27]2)([CH3:55])([CH3:54])[CH3:53] |f:1.2|. Procedure: 2-[5,5-Dimethyl-3-oxo-1-(2,4,6-trimethyl-benzenesulfonyl)-piperazin-2(R,S)-yl]-N-(6-formyl-1,2,3,4-tetrahydro-naphthalen-1(R)-yl)-acetamide (Step b, 550 mg, 1.0 mmol) was dissolved in 1,2-dicholoethane (10 mL) and tert-butylamine (1.5 mL). NaBH(OAc)3 (1.5 g, 6.0 mmol) was added to the reaction, and heated to 85° C. in a sealed tube for 18 h. The mixture was cooled to RT, diluted with EtOAc (25 mL), washed with sat. NaHCO3 solution (2×), and brine, dried over MgSO4, filtered, and concentrated in ... The reactants are C=CCCCC1CCC(c2ccc(C#N)cc2)CC1, Cc1ccccc1, C[Mg+], CCOCC, [I-]. Yields the product C=CCCCC1CCC(c2ccc(C(C)=O)cc2)CC1. Reaction SMILES: [CH2:4]([CH2:5][CH2:6][CH:7]=[CH2:8])[CH:9]1[CH2:10][CH2:11][CH:12]([c:15]2[cH:16][cH:17][c:18]([C:19]#[N:20])[cH:21][cH:22]2)[CH2:13][CH2:14]1.[CH3:23][c:24]1[cH:25][cH:26][cH:27][cH:28][cH:29]1.[CH3:2][Mg+:3].[CH3:30][CH2:31][O:32][CH2:33][CH3:34].[I-:1]>>[CH2:4]([CH2:5][CH2:6][CH:7]=[CH2:8])[CH:9]1[CH2:10][CH2:11][CH:12]([c:15]2[cH:16][cH:17][c:18]([C:33](=[O:32])[CH3:34])[cH:21][cH:22]2)[CH2:13][CH2:14]1.